Dataset: the Open Reaction Database (ORD), a public repository of structured organic reaction records. Task: describe an organic reaction: reactants, conditions, products, and yield The reactants are Cc1cc2c(c3cc[nH]c13)CN(C)CCO2, O=C(O)C(F)(F)F, [H-], [Na+], CN(C)C=O, O=S(=O)(Cl)c1ccccc1. Product: Cc1cc2c(c3ccn(S(=O)(=O)c4ccccc4)c13)CN(C)CCO2, O=C(O)C(F)(F)F. RXN SMILES: [CH3:10][N:11]1[CH2:12][CH2:13][O:14][c:15]2[c:16]([c:17]3[cH:18][cH:19][nH:20][c:21]3[c:22]([CH3:24])[cH:23]2)[CH2:25]1.[F:3][C:4]([C:5](=[O:6])[OH:7])([F:8])[F:9].[H-:1].[Na+:2].[O:36]=[CH:37][N:38]([CH3:39])[CH3:40].[c:26]1([S:32](=[O:33])(=[O:34])[Cl:35])[cH:27][cH:28][cH:29][cH:30][cH:31]1>>[CH3:10][N:11]1[CH2:12][CH2:13][O:14][c:15]2[c:16]([c:17]3[cH:18][cH:19][n:20]([S:32]([c:26]4[cH:27][cH:28][cH:29][cH:30][cH:31]4)(=[O:33])=[O:34])[c:21]3[c:22]([CH3:24])[cH:23]2)[CH2:25]1.[F:3][C:4]([C:5](=[O:6])[OH:7])([F:8])[F:9]. Reactants: O=C([O-])[O-], CCI, CC(C)=O, Oc1ccccc1F, [K+], [K+]. Yields the product CCOc1ccccc1F. RXN SMILES: [C:12](=[O:13])([O-:14])[O-:15].[CH2:9]([CH3:10])[I:11].[CH3:18][C:19](=[O:20])[CH3:21].[F:1][c:2]1[c:3]([OH:8])[cH:4][cH:5][cH:6][cH:7]1.[K+:16].[K+:17]>>[F:1][c:2]1[c:3]([O:8][CH2:9][CH3:10])[cH:4][cH:5][cH:6][cH:7]1. Product: ClC=1C=C(C=CC1Cl)C=1N=C(NC1C=1SC=CC1)SC(C(F)F)(F)F (4-(3,4-Dichlorophenyl)-2-(1,1,2,2-tetrafluoroethylthio)-5-(2-thienyl)-1H-imidazole). RXN SMILES: [Cl:1][C:2]1[CH:3]=[C:4]([C:9]2[N:10]=[C:11]([SH:19])[NH:12][C:13]=2[C:14]2[S:15][CH:16]=[CH:17][CH:18]=2)[CH:5]=[CH:6][C:7]=1[Cl:8].[F:20][C:21]([F:25])=[C:22]([F:24])[F:23]>>[Cl:1][C:2]1[CH:3]=[C:4]([C:9]2[N:10]=[C:11]([S:19][C:22]([F:24])([F:23])[CH:21]([F:25])[F:20])[NH:12][C:13]=2[C:14]2[S:15][CH:16]=[CH:17][CH:18]=2)[CH:5]=[CH:6][C:7]=1[Cl:8]. Starting materials: ClC=1C=C(C=CC1Cl)C=1N=C(NC1C=1SC=CC1)S (4-(3,4-Dichlorophenyl)-5-(2-thienyl)-1H-2-imidazolethiol), FC(=C(F)F)F (tetrafluoroethylene). Reported procedure: 4-(3,4-Dichlorophenyl)-5-(2-thienyl)-1H-2-imidazolethiol (30.0 g; 92 mmoles) was reacted with 15.0 g of tetrafluoroethylene as described in Example 4 E to give, after chromatography on Silicar CC No. 7 with chloroform, 19.1 g of 4-(3,4-dichlorophenyl)-2-(1,1,2,2-tetrafluoroethylthio)-5-(2-thienyl)-1H-imidazole, m.p. 178°-180° (recrystallized from toluene). Reactants: BrC1=CC(=C(C#N)C(=C1)F)F (4-bromo-2,6-difluorobenzonitrile), potassium vinyl trifluoroborate, C(=C)C1=C(C(=C(C#N)C=C1)OC)C (4-ethenyl-3-methyl-2-(methyloxy)benzonitrile). Reagents/catalysts: C1=CC=C(C=C1)P([C-]2C=CC=C2)C3=CC=CC=C3.C1=CC=C(C=C1)P([C-]2C=CC=C2)C3=CC=CC=C3.Cl[Pd]Cl.[Fe+2] (PdCl2(dppf)2). Product: FC1=C(C#N)C(=CC(=C1)C=C)F (2,6-Difluoro-4-vinylbenzonitrile). Reaction SMILES: Br[C:2]1[CH:9]=[C:8]([F:10])[C:5]([C:6]#[N:7])=[C:4]([F:11])[CH:3]=1.[CH:12](C1C=CC(C#N)=C(OC)C=1C)=[CH2:13]>C1C=CC(P(C2C=CC=CC=2)[C-]2C=CC=C2)=CC=1.C1C=CC(P(C2C=CC=CC=2)[C-]2C=CC=C2)=CC=1.Cl[Pd]Cl.[Fe+2]>[F:10][C:8]1[CH:9]=[C:2]([CH:12]=[CH2:13])[CH:3]=[C:4]([F:11])[C:5]=1[C:6]#[N:7] |f:2.3.4.5|. Procedure: 2,6-Difluoro-4-vinylbenzonitrile was prepared from 4-bromo-2,6-difluorobenzonitrile using potassium vinyl trifluoroborate and PdCl2(dppf)2 in an analagous fashion as described for 4-ethenyl-3-methyl-2-(methyloxy)benzonitrile above. Reactants: CC(C)(C)N1CCN(Cc2ccc([N+](=O)[O-])cc2)S1(=O)=O, ClCCl, O=C(O)C(F)(F)F. The product is O=[N+]([O-])c1ccc(CN2CCNS2(=O)=O)cc1. RXN SMILES: [C:1]([CH3:2])([CH3:3])([CH3:4])[N:5]1[S:6](=[O:20])(=[O:21])[N:7]([CH2:10][c:11]2[cH:12][cH:13][c:14]([N+:17](=[O:18])[O-:19])[cH:15][cH:16]2)[CH2:8][CH2:9]1.[Cl:22][CH2:23][Cl:24].[OH:25][C:26]([C:27]([F:28])([F:29])[F:30])=[O:31]>>[NH:5]1[S:6](=[O:20])(=[O:21])[N:7]([CH2:10][c:11]2[cH:12][cH:13][c:14]([N+:17](=[O:18])[O-:19])[cH:15][cH:16]2)[CH2:8][CH2:9]1. Reactants: O=C([O-])[O-], Cc1ccc(S(=O)(=O)OCCOCCOCCF)cc1, CN1CCCC1=O, CCOC(C)=O, [Cs+], [Cs+], CN(C=O)c1ccc2c(c1)[nH]c1cc(O)ccc12. Product: Cc1ccc(S(=O)(=O)OCCOCCOCCOc2ccc3c(c2)[nH]c2cc(N(C)C=O)ccc23)cc1. As a reaction SMILES: [C:39](=[O:40])([O-:41])[O-:42].[CH3:19][c:20]1[cH:21][cH:22][c:23]([S:26](=[O:27])(=[O:28])[O:29][CH2:30][CH2:31][O:32][CH2:33][CH2:34][O:35][CH2:36][CH2:37][F:38])[cH:24][cH:25]1.[CH3:45][N:46]1[CH2:47][CH2:48][CH2:49][C:50]1=[O:51].[CH3:52][CH2:53][O:54][C:55]([CH3:56])=[O:57].[Cs+:43].[Cs+:44].[OH:1][c:2]1[cH:3][cH:4][c:5]2[c:6]3[cH:7][cH:8][c:9]([N:15]([CH:16]=[O:17])[CH3:18])[cH:10][c:11]3[nH:12][c:13]2[cH:14]1>>[O:1]([c:2]1[cH:3][cH:4][c:5]2[c:6]3[cH:7][cH:8][c:9]([N:15]([CH:16]=[O:17])[CH3:18])[cH:10][c:11]3[nH:12][c:13]2[cH:14]1)[CH2:37][CH2:36][O:35][CH2:34][CH2:33][O:32][CH2:31][CH2:30][O:29][S:26]([c:23]1[cH:22][cH:21][c:20]([CH3:19])[cH:25][cH:24]1)(=[O:27])=[O:28]. Starting materials: C(C)(C)(C)OC(=O)N1C[C@H](CC1)N(C1=NC=C(C=N1)Br)CC1=CC(=CC(=C1)C(F)(F)F)C(F)(F)F ((S)-3-[(3,5-Bis-trifluoromethyl-benzyl)-(5-bromo-pyrimidin-2-yl)-amino]-pyrrolidine-1-carboxylic acid tert-butyl ester), CN1N=C(C=C1)B1OC(C(O1)(C)C)(C)C (1-methylpyrazol-3-yl-4,4,5,5-tetramethyl-[1,3,2]dioxaborolane), C(O)([O-])=O.[Na+] (sodium hydrogen carbonate), O (water). The reagents and catalysts are C=1C=CC(=CC1)[P](C=2C=CC=CC2)(C=3C=CC=CC3)[Pd]([P](C=4C=CC=CC4)(C=5C=CC=CC5)C=6C=CC=CC6)([P](C=7C=CC=CC7)(C=8C=CC=CC8)C=9C=CC=CC9)[P](C=1C=CC=CC1)(C=1C=CC=CC1)C=1C=CC=CC1 (tetrakis(triphenylphosphine)palladium(0)). Solvent: COCCOC (1,2-dimethoxy-ethane). Conditions: temperature 95 celsius, time 3 hour. The product is C(C)(C)(C)OC(=O)N1C[C@H](CC1)N(C1=NC=C(C=N1)C=1C=NN(C1)C)CC1=CC(=CC(=C1)C(F)(F)F)C(F)(F)F ((S)-3-{(3,5-bis-trifluoromethyl-benzyl)-[5-(1-methyl-1H-pyrazol-4-yl)-pyrimidin-2-yl]amino}-pyrrolidine-1-carboxylic acid tert-butyl ester). Isolated yield 61.0%. RXN SMILES: [C:1]([O:5][C:6]([N:8]1[CH2:12][CH2:11][C@H:10]([N:13]([CH2:21][C:22]2[CH:27]=[C:26]([C:28]([F:31])([F:30])[F:29])[CH:25]=[C:24]([C:32]([F:35])([F:34])[F:33])[CH:23]=2)[C:14]2[N:19]=[CH:18][C:17](Br)=[CH:16][N:15]=2)[CH2:9]1)=[O:7])([CH3:4])([CH3:3])[CH3:2].[CH3:36][N:37]1[CH:41]=[CH:40][C:39](B2OC(C)(C)C(C)(C)O2)=[N:38]1.C(=O)([O-])O.[Na+].O>COCCOC.C1C=CC([P]([Pd]([P](C2C=CC=CC=2)(C2C=CC=CC=2)C2C=CC=CC=2)([P](C2C=CC=CC=2)(C2C=CC=CC=2)C2C=CC=CC=2)[P](C2C=CC=CC=2)(C2C=CC=CC=2)C2C=CC=CC=2)(C2C=CC=CC=2)C2C=CC=CC=2)=CC=1>[C:1]([O:5][C:6]([N:8]1[CH2:12][CH2:11][C@H:10]([N:13]([CH2:21][C:22]2[CH:27]=[C:26]([C:28]([F:31])([F:30])[F:29])[CH:25]=[C:24]([C:32]([F:35])([F:34])[F:33])[CH:23]=2)[C:14]2[N:19]=[CH:18][C:17]([C:40]3[CH:39]=[N:38][N:37]([CH3:36])[CH:41]=3)=[CH:16][N:15]=2)[CH2:9]1)=[O:7])([CH3:4])([CH3:3])[CH3:2] |f:2.3,^1:66,68,87,106|. Procedure: To a mixture of (S)-3-[(3,5-Bis-trifluoromethyl-benzyl)-(5-bromo-pyrimidin-2-yl)-amino]-pyrrolidine-1-carboxylic acid tert-butyl ester (2.2 mmol, 1.28 g), 1-methylpyrazol-3-yl-4,4,5,5-tetramethyl-[1,3,2]dioxaborolane (2.7 mmol, 0.72 g), tetrakis(triphenylphosphine)palladium(0) (0.22 mmol, 260 mg) and 2M aqueous sodium hydrogen carbonate (3.2 mL) in 1,2-dimethoxy-ethane (15 mL) is allowed to warm to 95° C. and stirred for 3 hours. The mixture is cooled to room temperature and then added water. Th... Reactants: CO.CN (methylamine methanol), ClC=1SC(=CN1)CNC(SC)=N[N+](=O)[O-] (N-(2-chloro-5-thiazolylmethyl)-S-methyl-N'-nitroisothiourea). The solvent is C(C)#N (acetonitrile). Reaction conditions: time 1.5 hour. Yields the product ClC=1SC(=CN1)CNC(=N[N+](=O)[O-])NC (N-(2-chloro-5-thiazolylmethyl)-N'-methyl-N"-nitroguanidine). As a reaction SMILES: CO.[CH3:3][NH2:4].[Cl:5][C:6]1[S:7][C:8]([CH2:11][NH:12][C:13](=[N:16][N+:17]([O-:19])=[O:18])SC)=[CH:9][N:10]=1>C(#N)C>[Cl:5][C:6]1[S:7][C:8]([CH2:11][NH:12][C:13]([NH:4][CH3:3])=[N:16][N+:17]([O-:19])=[O:18])=[CH:9][N:10]=1 |f:0.1|. Reported procedure: 349 mg of a 40% methylamine methanol solution was dropwise added to a mixture consisting of 1 g N-(2-chloro-5-thiazolylmethyl)-S-methyl-N'-nitroisothiourea and 30 ml acetonitrile, at room temperature, over 5 minutes. After stirring for 1.5 hours, the resultant white precipitate was collected by filtration and then dried to afford 410 mg of N-(2-chloro-5-thiazolylmethyl)-N'-methyl-N"-nitroguanidine (compound No.14) as a white powder. The mother liquor after the filtration was concentrated, then 2...